Dataset: the Open Reaction Database (ORD), a public repository of structured organic reaction records. Task: describe an organic reaction: reactants, conditions, products, and yield Reactants: NCCC1=C(NC2=CC=C(C=C12)C(C(=O)N1C2CCC1CC2)(C)C)C2=CC(=CC(=C2)C)C (2-[3-(2-aminoethyl)-2-(3,5-dimethylphenyl)-1H-indol-5-yl]-1-(7-azabicyclo [2.2.1]hept-7-yl)-2-methyl-propan-1-one), C(#N)[BH3-].[Na+] (sodium cyanoborohydride), S(=O)(=O)([O-])[O-].[Mg+2] (magnesium sulfate), N1=CC(=CC=C1)C1=CC=C(S1)C=O (5-pyridin-3-yl-thiophene-2-carbaldehyde). The solvent is C(Cl)(Cl)Cl (chloroform), CO (methanol), C(C)(=O)O (acetic acid). Conditions: time 40 minute. Yields the product C12CCC(CC1)N2C(C(C)(C)C=2C=C1C(=C(NC1=CC2)C2=CC(=CC(=C2)C)C)CCNCC=2SC(=CC2)C=2C=NC=CC2)=O (1-(7-Aza-bicyclo[2.2.1]hept-7-yl)-2-(2-(3,5-dimethylphenyl)-3-{2-[(5-pyridin-3-yl-thiophen-2-ylmethyl)amino]ethyl}-1H-indol-5-yl)-2-methylpropan-1-one). RXN SMILES: [NH2:1][CH2:2][CH2:3][C:4]1[C:12]2[C:7](=[CH:8][CH:9]=[C:10]([C:13]([CH3:24])([CH3:23])[C:14]([N:16]3[CH:20]4[CH2:21][CH2:22][CH:17]3[CH2:18][CH2:19]4)=[O:15])[CH:11]=2)[NH:6][C:5]=1[C:25]1[CH:30]=[C:29]([CH3:31])[CH:28]=[C:27]([CH3:32])[CH:26]=1.S([O-])([O-])(=O)=O.[Mg+2].[N:39]1[CH:44]=[CH:43][CH:42]=[C:41]([C:45]2[S:49][C:48]([CH:50]=O)=[CH:47][CH:46]=2)[CH:40]=1.C([BH3-])#N.[Na+]>C(Cl)(Cl)Cl.CO.C(O)(=O)C>[CH:17]12[N:16]([C:14](=[O:15])[C:13]([C:10]3[CH:11]=[C:12]4[C:7](=[CH:8][CH:9]=3)[NH:6][C:5]([C:25]3[CH:30]=[C:29]([CH3:31])[CH:28]=[C:27]([CH3:32])[CH:26]=3)=[C:4]4[CH2:3][CH2:2][NH:1][CH2:50][C:48]3[S:49][C:45]([C:41]4[CH:40]=[N:39][CH:44]=[CH:43][CH:42]=4)=[CH:46][CH:47]=3)([CH3:24])[CH3:23])[CH:20]([CH2:19][CH2:18]1)[CH2:21][CH2:22]2 |f:1.2,4.5|. Procedure: To a solution of 2-[3-(2-aminoethyl)-2-(3,5-dimethylphenyl)-1H-indol-5-yl]-1-(7-azabicyclo [2.2.1]hept-7-yl)-2-methyl-propan-1-one (15 mg in a mixture of 1.0 mL dry chloroform and 0.10 mL methanol) at 0° C. was added 25 mg magnesium sulfate followed by 5-pyridin-3-yl-thiophene-2-carbaldehyde (9.3 mg) and the mixture stirred at low temperature. After 40 minutes, 0.070 mL of acetic acid were added followed by a solution of sodium cyanoborohydride (4.4 mg in 0.10 mL methanol) and the mixture allowe... Reactants: C1(=CC=CC=C1)C(N1C(C(C2=C(C=CC=C12)F)(C1=CC2=C(OCCO2)C=C1O)O)=O)C1=CC=CC=C1 (1-(diphenylmethyl)-4-fluoro-3-hydroxy-3-(7-hydroxy-2,3-dihydro-1,4-benzodioxin-6-yl)-1,3-dihydro-2H-indol-2-one), FC(C(=O)O)(F)F (trifluoroacetic acid), C(C)[SiH](CC)CC (triethylsilane). Solvent: ClCCl (dichloromethane). Run at time 16 hour. Product: C1(=CC=CC=C1)C(N1C(C(C2=C(C=CC=C12)F)C1=CC2=C(OCCO2)C=C1O)=O)C1=CC=CC=C1 (1-(diphenylmethyl)-4-fluoro-3-(7-hydroxy-2,3-dihydro-1,4-benzodioxin-6-yl)-1,3-dihydro-2H-indol-2-one). Isolated yield 91.5%. Reaction SMILES: [C:1]1([CH:7]([C:31]2[CH:36]=[CH:35][CH:34]=[CH:33][CH:32]=2)[N:8]2[C:16]3[C:11](=[C:12]([F:17])[CH:13]=[CH:14][CH:15]=3)[C:10](O)([C:18]3[C:27]([OH:28])=[CH:26][C:21]4[O:22][CH2:23][CH2:24][O:25][C:20]=4[CH:19]=3)[C:9]2=[O:30])[CH:6]=[CH:5][CH:4]=[CH:3][CH:2]=1.FC(F)(F)C(O)=O.C([SiH](CC)CC)C>ClCCl>[C:31]1([CH:7]([C:1]2[CH:2]=[CH:3][CH:4]=[CH:5][CH:6]=2)[N:8]2[C:16]3[C:11](=[C:12]([F:17])[CH:13]=[CH:14][CH:15]=3)[CH:10]([C:18]3[C:27]([OH:28])=[CH:26][C:21]4[O:22][CH2:23][CH2:24][O:25][C:20]=4[CH:19]=3)[C:9]2=[O:30])[CH:32]=[CH:33][CH:34]=[CH:35][CH:36]=1. Reported procedure: To a solution of 1-(diphenylmethyl)-4-fluoro-3-hydroxy-3-(7-hydroxy-2,3-dihydro-1,4-benzodioxin-6-yl)-1,3-dihydro-2H-indol-2-one (1.74 g, 3.60 mmol) in dichloromethane (40 mL) was added trifluoroacetic acid (1.64 g, 14.4 mmol) and triethylsilane (1.68 g, 14.4 mL). The reaction mixture was stirred at ambient temperature for 16 h and concentrated in vacuo. The residue was purified by column chromatography and eluted with a gradient of ethyl acetate in hexanes to afford 1-(diphenylmethyl)-4-fluoro-... The reactants are C(C=C)OC(=O)O[C@H](C)[C@@H]1[C@@H]2N(C(=C([C@@H]2C)CO)C(=O)OCC=C)C1=O (allyl (1S,5R,6S)-6-[(1R)-1-allyloxycarbonyloxyethyl]-2-hydroxymethyl-1-methyl-1-carbapen-2-em-3-carboxylate), CC=1N2C(SC1)=CN=C2 (3-methylimidazo[5,1-b]thiazole). Yields the product O[C@H](C)[C@@H]1[C@@H]2N(C(=C([C@@H]2C)CN2C=[N+]3C(SC=C3C)=C2)C(=O)[O-])C1=O ((1S,5R,6S)-6-[(1R)-1-hydroxyethyl]-2-(3-methylimidazo[5,1-b]thiazolium-6-yl)methyl-1-methyl-1-carbapen-2-em-3-carboxylate). Isolated yield 22.9%. Reaction SMILES: C(OC([O:7][C@@H:8]([C@H:10]1[C:25](=[O:26])[N:12]2[C:13]([C:19]([O:21]CC=C)=[O:20])=[C:14]([CH2:17]O)[C@H:15]([CH3:16])[C@H:11]12)[CH3:9])=O)C=C.[CH3:27][C:28]1[N:29]2[CH:35]=[N:34][CH:33]=[C:30]2[S:31][CH:32]=1>>[OH:7][C@@H:8]([C@H:10]1[C:25](=[O:26])[N:12]2[C:13]([C:19]([O-:21])=[O:20])=[C:14]([CH2:17][N:34]3[CH:33]=[C:30]4[S:31][CH:32]=[C:28]([CH3:27])[N+:29]4=[CH:35]3)[C@H:15]([CH3:16])[C@H:11]12)[CH3:9]. Procedure: The same procedure as in Example 1 was repeated except that 187 mg of allyl (1S,5R,6S)-6-[(1R)-1-allyloxycarbonyloxyethyl]-2-hydroxymethyl-1-methyl-1-carbapen-2-em-3-carboxylate and 212 mg of 3-methylimidazo[5,1-b]thiazole were used, thereby obtaining 42.4 mg of the title compound. Reaction conditions: time 72 hour. Product: ClC1=CC=C(C=C1)/C(=C/COC1=CC(=C(OCC(=O)O)C=C1)C)/C1=CC=C(C=C1)C#CCN1CCN(CC1)C ((E)-[4-[3-(4-Chlorophenyl)-3-[4-[3-(4-methylpiperazin-1-yl)propynyl]phenyl]allyloxy]-2-methylphenoxy]acetic Acid). Starting materials: ClC1=CC=C(C=C1)/C(=C/COC1=CC(=C(OCC(=O)OC)C=C1)C)/C1=CC=C(C=C1)C#CCN1CCN(CC1)C (methyl (E)-[4-[3-(4-chlorophenyl)-3-[4-[3-(4-methylpiperazin-1-yl)propynyl]phenyl]-allyloxy]-2-methylphenoxy]acetate), O.[OH-].[Li+] (lithium hydroxide monohydrate). Solvent: C(C)O (ethanol), O (water). Reaction SMILES: [Cl:1][C:2]1[CH:7]=[CH:6][C:5](/[C:8](/[C:25]2[CH:30]=[CH:29][C:28]([C:31]#[C:32][CH2:33][N:34]3[CH2:39][CH2:38][N:37]([CH3:40])[CH2:36][CH2:35]3)=[CH:27][CH:26]=2)=[CH:9]/[CH2:10][O:11][C:12]2[CH:23]=[CH:22][C:15]([O:16][CH2:17][C:18]([O:20]C)=[O:19])=[C:14]([CH3:24])[CH:13]=2)=[CH:4][CH:3]=1.O.[OH-].[Li+]>C(O)C.O>[Cl:1][C:2]1[CH:7]=[CH:6][C:5](/[C:8](/[C:25]2[CH:30]=[CH:29][C:28]([C:31]#[C:32][CH2:33][N:34]3[CH2:35][CH2:36][N:37]([CH3:40])[CH2:38][CH2:39]3)=[CH:27][CH:26]=2)=[CH:9]/[CH2:10][O:11][C:12]2[CH:23]=[CH:22][C:15]([O:16][CH2:17][C:18]([OH:20])=[O:19])=[C:14]([CH3:24])[CH:13]=2)=[CH:4][CH:3]=1 |f:1.2.3|. Reported procedure: The above ester (0.36 g, 0.658 mmol) was dissolved in ethanol (30 mL), a solution of lithium hydroxide monohydrate (0.10 g, 2.38 mmol) in water (4 mL) was added and the mixture was left to stand for 72 h. The solvents were evaporated in vacuo; the residue was diluted with water (25 mL), acidified with acetic acid (0.25 mL) and extracted with chloroform (2×50 mL). The organic solution was dried with anhydrous potassium carbonate and subsequently evaporated in vacuo. The residue was triturated wit... Starting materials: CN1CCOCC1 (N-methylmorpholine), O (Water), C(#N)C1=CC=C(OCC(C)NC([C@@H](N)C(C)C)=O)C=C1 (N1 -[2-(4-cyanophenoxy)-1-methylethyl]-L-valinamide), C1=CC=C(C=C1)OC(=S)Cl (phenyl chlorothionoformate). Run in C(Cl)Cl (methylene chloride). Product: C(#N)C1=CC=C(OCC(C)NC([C@@H](NC(=O)OC2=CC=CC=C2)C(C)C)=O)C=C1 (N1 -[2-(4-cyanophenoxy)-1-methylethyl]-N2 -phenoxycarbonyl-L-valinamide). Yield: 76.7%. As a reaction SMILES: CN1CC[O:5]CC1.[C:8]([C:10]1[CH:27]=[CH:26][C:13]([O:14][CH2:15][CH:16]([NH:18][C:19](=[O:25])[C@H:20]([CH:22]([CH3:24])[CH3:23])[NH2:21])[CH3:17])=[CH:12][CH:11]=1)#[N:9].[CH:28]1[CH:33]=[CH:32][C:31]([O:34][C:35](Cl)=S)=[CH:30][CH:29]=1.O>C(Cl)Cl>[C:8]([C:10]1[CH:11]=[CH:12][C:13]([O:14][CH2:15][CH:16]([NH:18][C:19](=[O:25])[C@H:20]([CH:22]([CH3:23])[CH3:24])[NH:21][C:35]([O:34][C:31]2[CH:32]=[CH:33][CH:28]=[CH:29][CH:30]=2)=[O:5])[CH3:17])=[CH:26][CH:27]=1)#[N:9]. Procedure details: 0.4 g of N-methylmorpholine was added to a suspension containing 1.1 g of N1 -[2-(4-cyanophenoxy)-1-methylethyl]-L-valinamide suspended in 40 ml of methylene chloride, at -15° C. After 0.7 g of phenyl chlorothionoformate was added to the mixture at -15° C., the reaction mixture was allowed to sit and warm naturally to room temperature while being stirred, and then the whole mixture was stirred for 15 hours at room temperature. Water was subsequently added to the reaction mixture. After the methy...